This data is from the Open Reaction Database (ORD), a public repository of structured organic reaction records. The task is: describe an organic reaction: reactants, conditions, products, and yield Starting materials: NC=1C=NC2=CC=CC=C2C1NC (3-amino-4-(methylamino)quinoline), C(C1=CC=CC=C1)=O (benzaldehyde). The product is CN1C(=NC=2C=NC=3C=CC=CC3C21)C2=CC=CC=C2 (1-methyl-2-phenyl-1H-imidazo[4,5-c]quinoline). Reaction SMILES: [NH2:1][C:2]1[CH:3]=[N:4][C:5]2[C:10]([C:11]=1[NH:12][CH3:13])=[CH:9][CH:8]=[CH:7][CH:6]=2.[CH:14](=O)[C:15]1[CH:20]=[CH:19][CH:18]=[CH:17][CH:16]=1>>[CH3:13][N:12]1[C:11]2[C:10]3[CH:9]=[CH:8][CH:7]=[CH:6][C:5]=3[N:4]=[CH:3][C:2]=2[N:1]=[C:14]1[C:15]1[CH:20]=[CH:19][CH:18]=[CH:17][CH:16]=1. Procedure: Following the general method of Example 195, Step B, 3-amino-4-(methylamino)quinoline was reacted with benzaldehyde to provide 1-methyl-2-phenyl-1H-imidazo[4,5-c]quinoline, melting point 168-170° C. Analysis: Calculated for C17H13N3 : % C, 78.7; % H, 5.1; % N, 16.2. Found: % C, 78.9; % H, 5.0; % N, 16.1. Reactants: C(C(=O)O)(=O)O (oxalic acid), [O-2].[O-2].[O-2].[O-2].[O-2].[V+5].[V+5] (Vanadium pentoxide), [V] (vanadium). Run in O (water). Conditions: temperature 85 celsius. The product is C(C(=O)[O-])(=O)[O-].[V+5].C(C(=O)[O-])(=O)[O-].C(C(=O)[O-])(=O)[O-].C(C(=O)[O-])(=O)[O-].C(C(=O)[O-])(=O)[O-].[V+5] (vanadium oxalate). Reaction SMILES: [O-2].[O-2].[O-2].[O-2].[O-2].[V+5:6].[V+5].[C:8]([OH:13])(=[O:12])[C:9]([OH:11])=[O:10].[V]>O>[C:8]([O-:13])(=[O:12])[C:9]([O-:11])=[O:10].[V+5:6].[C:8]([O-:13])(=[O:12])[C:9]([O-:11])=[O:10].[C:8]([O-:13])(=[O:12])[C:9]([O-:11])=[O:10].[C:8]([O-:13])(=[O:12])[C:9]([O-:11])=[O:10].[C:8]([O-:13])(=[O:12])[C:9]([O-:11])=[O:10].[V+5:6] |f:0.1.2.3.4.5.6,10.11.12.13.14.15.16|. Procedure: Vanadium pentoxide (V2O5) (229 g) was added to water (500 mL), to thereby yield a mixture, and an aliquot of oxalic acid (477 g) was added to the mixture with stirring at 80-90° C. so as to dissolve the vanadium compound, to thereby yield a solution of vanadium oxalate. Another aliquot of oxalic acid (963 g) was added to water (400 mL), and the resultant mixture was heated to 50-60° C. To the mixture, a solution of chromic anhydride (CrO3) (252 g) in water (200 mL) was added under sufficient sti... Reactants: [OH-].[Na+] (sodium hydroxide), solution, [OH-].[Na+] (sodium hydroxide), C12(CC3CC(CC(C1)C3)C2)C=2C=C(C=CC2OCC2OC(OC2)(C)C)C=2C=C3C=CC(=CC3=CC2)C(=O)OC (methyl 6-[3-adamantan-1-yl-4-(2,2-dimethyl[1,3]dioxolan-4-ylmethoxy)phenyl]naphthalene-2-carboxylate). Run in CO (methanol), CO (methanol). Run at time 2 day. The product is C12(CC3CC(CC(C1)C3)C2)C=2C=C(C=CC2OCC2OC(OC2)(C)C)C=2C=C3C=CC(=CC3=CC2)C(=O)O (6-[3-Adamantan-1-yl-4-(2,2-dimethyl[1,3]dioxolan4-ylmethoxy)phenyl]naphthalene-2-carboxylic acid). The yield is 88.5%. As a reaction SMILES: [OH-].[Na+].[C:3]12([C:13]3[CH:14]=[C:15]([C:28]4[CH:29]=[C:30]5[C:35](=[CH:36][CH:37]=4)[CH:34]=[C:33]([C:38]([O:40]C)=[O:39])[CH:32]=[CH:31]5)[CH:16]=[CH:17][C:18]=3[O:19][CH2:20][CH:21]3[CH2:25][O:24][C:23]([CH3:27])([CH3:26])[O:22]3)[CH2:12][CH:7]3[CH2:8][CH:9]([CH2:11][CH:5]([CH2:6]3)[CH2:4]1)[CH2:10]2>CO>[C:3]12([C:13]3[CH:14]=[C:15]([C:28]4[CH:29]=[C:30]5[C:35](=[CH:36][CH:37]=4)[CH:34]=[C:33]([C:38]([OH:40])=[O:39])[CH:32]=[CH:31]5)[CH:16]=[CH:17][C:18]=3[O:19][CH2:20][CH:21]3[CH2:25][O:24][C:23]([CH3:26])([CH3:27])[O:22]3)[CH2:12][CH:7]3[CH2:6][CH:5]([CH2:11][CH:9]([CH2:8]3)[CH2:10]1)[CH2:4]2 |f:0.1|. Procedure details: 2 g (50 mmol) of sodium hydroxide and 25 ml of methanol (i.e., 25 ml of a 2N solution of methanolic sodium hydroxide) are added to 1 g (1.9 mmol) of methyl 6-[3-adamantan-1-yl-4-(2,2-dimethyl[1,3]dioxolan-4-ylmethoxy)phenyl]naphthalene-2-carboxylate. The reaction medium is heated at the reflux of methanol for 6 h and then at ambient temperature for 2 days and, finally, evaporated to dryness. The solid residue is taken up in water, and the aqueous phase is acidified to pH=2-3 and extracted with e... Procedure: 10 g of 4,4,-dimethyl-5-oxohexanenitrile (purity 97.2%) and 195 g of liquid ammonia were pumped hourly from bottom to top at 250 bar and 80° C. through a tubular reactor (diameter 16 mm, fill level 50 cm, oil-heated twin jacket) arranged before the hydrogenation reactor and filled with 63.5 g (100 ml) of titanium dioxide (anatase) in the form of 1.5 mm pellets. 100 l (s.t.p.)/h of hydrogen were subsequently passed in, and the product discharged from the upstream imination reactor was passed thro... Solvent: [H][H] (hydrogen). The reagents and catalysts are [O-2].[O-2].[Ti+4] (titanium dioxide). Isolated yield 93.0%. Product: CC(CCCN)(C(C)N)C (4,4-dimethyl-1,5-hexanediamine). Reaction SMILES: [CH3:1][C:2]([CH3:10])([C:7](=O)[CH3:8])[CH2:3][CH2:4][C:5]#[N:6].N.CC1C(C)(C)CCC[NH:14]1>[O-2].[O-2].[Ti+4].[H][H]>[CH3:1][C:2]([CH3:10])([CH:7]([NH2:14])[CH3:8])[CH2:3][CH2:4][CH2:5][NH2:6] |f:3.4.5|. Reactants: CC(CCC#N)(C(C)=O)C (4,4,-dimethyl-5-oxohexanenitrile), CC1NCCCC1(C)C (2,3,3-trimethylpiperidine), liquid, N (ammonia). Starting materials: NC=1N=C(C2=C(N1)OC(=N2)C2=CC=C(C=C2)F)Cl (5-amino-7-chloro-2-(4-fluorophenyl)-oxazolo[5,4-d]pyrimidine), C(C)(C)N(CC)C(C)C (diisopropylethylamine), N1CCNCC1 (piperazine). Run in O1CCOCC1 (dioxane). Reaction conditions: temperature 70 celsius, time 6 hour. Yields the product NC=1N=C(C2=C(N1)OC(=N2)C2=CC=C(C=C2)F)N2CCNCC2 (5-amino-2-(4-fluorophenyl)-7-piperazin-1-yl -oxazolo[5,4-d]pyrimidine). As a reaction SMILES: [NH2:1][C:2]1[N:3]=[C:4](Cl)[C:5]2[N:10]=[C:9]([C:11]3[CH:16]=[CH:15][C:14]([F:17])=[CH:13][CH:12]=3)[O:8][C:6]=2[N:7]=1.C(N(C(C)C)CC)(C)C.[NH:28]1[CH2:33][CH2:32][NH:31][CH2:30][CH2:29]1>O1CCOCC1>[NH2:1][C:2]1[N:3]=[C:4]([N:28]2[CH2:33][CH2:32][NH:31][CH2:30][CH2:29]2)[C:5]2[N:10]=[C:9]([C:11]3[CH:16]=[CH:15][C:14]([F:17])=[CH:13][CH:12]=3)[O:8][C:6]=2[N:7]=1. Procedure: To a solution of 5-amino-7-chloro-2-(4-fluorophenyl)-oxazolo[5,4-d]pyrimidine X (50 mg, 0.19 mmol) in dioxane (5 ml) was added diisopropylethylamine (0.28 mmol, 47 μL) and a piperazine derivative (0.28 mmol). The reaction was stirred at 70° C. for 6 hours after which the solvent was removed in vacuo. The resulting residue was purified by flash chromatography on silica, the mobile phase being a mixture of methanol and dichloromethane (in a ratio gradually ranging from 100% CH2Cl2 to 2% CH3OH in C... Starting materials: NC1CC1, Fc1ncccc1C=Cc1cccnc1F. Yields the product C1=Cc2cccnc2N(C2CC2)c2ncccc21. RXN SMILES: [CH:17]1([NH2:20])[CH2:18][CH2:19]1.[F:1][c:2]1[n:3][cH:4][cH:5][cH:6][c:7]1[CH:8]=[CH:9][c:10]1[c:11]([F:16])[n:12][cH:13][cH:14][cH:15]1>>[c:2]12[n:3][cH:4][cH:5][cH:6][c:7]1[CH:8]=[CH:9][c:10]1[c:11]([n:12][cH:13][cH:14][cH:15]1)[N:20]2[CH:17]1[CH2:18][CH2:19]1. Reactants: C(OC(Cl)(Cl)Cl)(OC(Cl)(Cl)Cl)=O (bis(trichloromethyl) carbonate), N[C@@H]1[C@@H](CCC1)O ((1R,2S)-2-aminocyclopentanol), Cl (HCl), [OH-].[K+] (potassium hydroxide). Run in C1CCOC1 (THF), O (water), CCOC(=O)C (EtOAc). Reaction conditions: temperature 0 celsius. The product is O1C(N[C@@H]2[C@H]1CCC2)=O ((3aS,6aR)-hexahydro-2H-cyclopenta[d]oxazol-2-one). The yield is 24.2%. As a reaction SMILES: [NH2:1][C@H:2]1[CH2:6][CH2:5][CH2:4][C@H:3]1[OH:7].Cl.[OH-].[K+].[C:11](=O)(OC(Cl)(Cl)Cl)[O:12]C(Cl)(Cl)Cl>O.CCOC(C)=O.C1COCC1>[O:7]1[C@@H:3]2[CH2:4][CH2:5][CH2:6][C@@H:2]2[NH:1][C:11]1=[O:12] |f:2.3|. Procedure details: To a solution of (1R,2S)-2-aminocyclopentanol (1.0 g, 9.9 mmol) as the HCl salt in water (50 mL) was added potassium hydroxide (3.9 g, 69 mmol) and the slurry stirred until all the material was in solute ion. To the reaction was added THF (100 mL) and the reaction was cooled to 0° C., followed by bis(trichloromethyl) carbonate (2.9 g, 9.9 mmol) as a solid and the reaction stirred at 0° C. for 2 hours. The reaction was poured into EtOAc and the layers were separated. The organic layer was washed ... Reactants: ClC=1C=C(C=CC1Cl)/C(/C(=O)OCC)=C\C (ethyl 2-(3,4-dichlorophenyl)crotonate), C(C)O (ethanol), CNC (dimethylamine). Solvent: C(C)(=O)O (acetic acid). Reaction conditions: temperature 50 celsius, time 10 hour. Product: ClC=1C=C(C=CC1Cl)C(C(=O)OCC)C(C)N(C)C (Ethyl 2-(3,4-dichlorophenyl)-3-dimethylaminobutyrate). As a reaction SMILES: [Cl:1][C:2]1[CH:3]=[C:4](/[C:9](=[CH:15]\[CH3:16])/[C:10]([O:12][CH2:13][CH3:14])=[O:11])[CH:5]=[CH:6][C:7]=1[Cl:8].C(O)C.[CH3:20][NH:21][CH3:22]>C(O)(=O)C>[Cl:1][C:2]1[CH:3]=[C:4]([CH:9]([CH:15]([N:21]([CH3:22])[CH3:20])[CH3:16])[C:10]([O:12][CH2:13][CH3:14])=[O:11])[CH:5]=[CH:6][C:7]=1[Cl:8]. Procedure: In a Parr bomb containing 45 g. of ethyl 2-(3,4-dichlorophenyl)crotonate in 250 ml. of ethanol add 100 ml. of aqueous 33 percent (w/v) dimethylamine and 0.8 ml. of acetic acid. The mixture is maintained with stirring at 50° C for 10 hours, then the solvent is evaporated in vacuo and the residue, after suspension in water, is extracted several times with ether. After evaporation of the dried organic layer, 60 g. of the title compound is obtained which boils at 124° C/0.2 mm Hg. The product is an ... Reactants: COC=1N=CC(=NC1OC)N1CCC2(OCCO2)CC1 (8-(5,6-dimethoxypyrazin-2-yl)-1,4-dioxa-8-azaspiro[4.5]decane), C(=O)([O-])[O-].[K+].[K+] (K2CO3), [OH-].[Na+] (NaOH). Run in Cl (HCl). Conditions: time 2 hour. The product is COC=1N=CC(=NC1OC)N1CCC(CC1)=O (1-(5,6-dimethoxypyrazin-2-yl)piperidin-4-one), Compound 1031. As a reaction SMILES: [CH3:1][O:2][C:3]1[N:4]=[CH:5][C:6]([N:11]2[CH2:20][CH2:19][C:14]3(OCC[O:15]3)[CH2:13][CH2:12]2)=[N:7][C:8]=1[O:9][CH3:10].[OH-].[Na+].C([O-])([O-])=O.[K+].[K+]>Cl>[CH3:1][O:2][C:3]1[N:4]=[CH:5][C:6]([N:11]2[CH2:20][CH2:19][C:14](=[O:15])[CH2:13][CH2:12]2)=[N:7][C:8]=1[O:9][CH3:10] |f:1.2,3.4.5|. Reported procedure: As shown in step 9-iv of Scheme 9, A suspension of Compound 1030 (2.46 g, 8.745 mmol) in 6N aq. HCl (43 mL) was stirred at room temperature for 2 hours. The crude reaction mixture was neutralizes at ˜4° C. by the slow addition of 6N NaOH followed by the addition of 1N aq. K2CO3). The reaction was extracted with EtOAc (3×) and the combined organics dried (MgSO4), followed by concentration under reduced pressure to give 1-(5,6-dimethoxypyrazin-2-yl)piperidin-4-one as an off white semi solid (Compo...